From a dataset of the Open Reaction Database (ORD), a public repository of structured organic reaction records. describe an organic reaction: reactants, conditions, products, and yield The reactants are CN(C1=CC=C(C=C1)CN(C(=O)C1CCCC2=CC=C(C=C12)O)C1=CC=C(C=C1)C(C)C)C (N-[(4-dimethylaminophenyl)methyl]-7-hydroxy-N-(4-isopropylphenyl)-1,2,3,4-tetrahydronaphthalene-1-carboxamide), Cl.ClCCN(C)C (2-chloro-N,N-dimethylethylamine hydrochloride), [I-].[Na+] (sodium iodide). Product: CN(CCOC1=CC=C2CCCC(C2=C1)C(=O)N(C1=CC=C(C=C1)C(C)C)CC1=CC=C(C=C1)N(C)C)C (7-[2-(dimethylamino)ethoxy]-N-[(4-dimethylaminophenyl)methyl]-N-(4-isopropylphenyl)-1,2,3,4-tetrahydronaphthalene-1-carboxamide). The yield is 6.2%. As a reaction SMILES: [CH3:1][N:2]([CH3:33])[C:3]1[CH:8]=[CH:7][C:6]([CH2:9][N:10]([C:24]2[CH:29]=[CH:28][C:27]([CH:30]([CH3:32])[CH3:31])=[CH:26][CH:25]=2)[C:11]([CH:13]2[C:22]3[C:17](=[CH:18][CH:19]=[C:20]([OH:23])[CH:21]=3)[CH2:16][CH2:15][CH2:14]2)=[O:12])=[CH:5][CH:4]=1.Cl.Cl[CH2:36][CH2:37][N:38]([CH3:40])[CH3:39].[I-].[Na+]>>[CH3:39][N:38]([CH3:40])[CH2:37][CH2:36][O:23][C:20]1[CH:21]=[C:22]2[C:17]([CH2:16][CH2:15][CH2:14][CH:13]2[C:11]([N:10]([CH2:9][C:6]2[CH:7]=[CH:8][C:3]([N:2]([CH3:33])[CH3:1])=[CH:4][CH:5]=2)[C:24]2[CH:25]=[CH:26][C:27]([CH:30]([CH3:31])[CH3:32])=[CH:28][CH:29]=2)=[O:12])=[CH:18][CH:19]=1 |f:1.2,3.4|. Procedure details: By the reaction and treatment in the same manner as in Example 110 using N-[(4-dimethylaminophenyl)methyl]-7-hydroxy-N-(4-isopropylphenyl)-1,2,3,4-tetrahydronaphthalene-1-carboxamide (0.5 g), 2-chloro-N,N-dimethylethylamine hydrochloride (0.36 g) and sodium iodide (0.51 g) as starting materials, 7-[2-(dimethylamino)ethoxy]-N-[(4-dimethylaminophenyl)methyl]-N-(4-isopropylphenyl)-1,2,3,4-tetrahydronaphthalene-1-carboxamide (36 mg) was obtained. Starting materials: BrC(Br)(Br)Br, ClCCl, CC1(C)OC(CO)C(C(=O)Nc2ccc3cc(-c4ccccc4C(F)(F)F)[nH]c(=O)c3c2)O1, c1ccc(P(c2ccccc2)c2ccccc2)cc1. The product is CC1(C)OC(CBr)C(C(=O)Nc2ccc3cc(-c4ccccc4C(F)(F)F)[nH]c(=O)c3c2)O1. RXN SMILES: [C:53]([Br:54])([Br:55])([Br:56])[Br:57].[CH2:58]([Cl:59])[Cl:60].[O:1]=[c:2]1[nH:3][c:4](-[c:24]2[c:25]([C:30]([F:31])([F:32])[F:33])[cH:26][cH:27][cH:28][cH:29]2)[cH:5][c:6]2[cH:7][cH:8][c:9]([NH:12][C:13](=[O:14])[CH:15]3[O:16][C:17]([CH3:22])([CH3:23])[O:18][CH:19]3[CH2:20][OH:21])[cH:10][c:11]12.[c:34]1([P:35]([c:36]2[cH:37][cH:38][cH:39][cH:40][cH:41]2)[c:42]2[cH:43][cH:44][cH:45][cH:46][cH:47]2)[cH:48][cH:49][cH:50][cH:51][cH:52]1>>[O:1]=[c:2]1[nH:3][c:4](-[c:24]2[c:25]([C:30]([F:31])([F:32])[F:33])[cH:26][cH:27][cH:28][cH:29]2)[cH:5][c:6]2[cH:7][cH:8][c:9]([NH:12][C:13](=[O:14])[CH:15]3[O:16][C:17]([CH3:22])([CH3:23])[O:18][CH:19]3[CH2:20][Br:54])[cH:10][c:11]12. Starting materials: NC1=NC(=NC(=N1)C)C (2-amino-4,6-dimethyl-1,3,5-triazine), [N+](=O)([O-])CC (nitroethane), ClS(=O)(=O)N=C=O (chlorosulfonyl isocyanate). Reaction conditions: time 1 hour. The product is CC1=NC(=NC(=N1)C)NC(=O)NS(=O)(=O)Cl ([(4,6-dimethyl-1,3,5-triazin-2-yl)aminocarbonyl]sulfamoyl chloride). RXN SMILES: [NH2:1][C:2]1[N:7]=[C:6]([CH3:8])[N:5]=[C:4]([CH3:9])[N:3]=1.[N+](CC)([O-])=O.[Cl:15][S:16]([N:19]=[C:20]=[O:21])(=[O:18])=[O:17]>>[CH3:9][C:4]1[N:5]=[C:6]([CH3:8])[N:7]=[C:2]([NH:1][C:20]([NH:19][S:16]([Cl:15])(=[O:18])=[O:17])=[O:21])[N:3]=1. Procedure: To a stirred suspension of 2-amino-4,6-dimethyl-1,3,5-triazine in 10 parts by volume of nitroethane at -10° to 0° is added dropwise an equivalent amount of chlorosulfonyl isocyanate. The mixture is stirred for one hour at -10° allowing for completion of the reaction to form [(4,6-dimethyl-1,3,5-triazin-2-yl)aminocarbonyl]sulfamoyl chloride. The additional reagent such as pyrrole is then added and the preparation of the stable herbicidal compound is continued as described in Example 2 or for Equa... The reactants are Cl, [I-], [K+], [K+], [K+], C[NH+](CCCl)Cc1ccc2c(c1)OCO2, CN(C)C=O, O=P([O-])([O-])O, c1cn(-c2nsc(C3CCCN3)n2)cn1. Yields the product CN(CCN1CCCC1c1nc(-n2ccnc2)ns1)Cc1ccc2c(c1)OCO2. RXN SMILES: [ClH:1].[I-:33].[K+:32].[K+:39].[K+:40].[O:2]1[CH2:3][O:4][c:5]2[c:6]1[cH:7][cH:8][c:9]([CH2:11][NH+:12]([CH3:13])[CH2:14][CH2:15][Cl:16])[cH:10]2.[O:41]=[CH:42][N:43]([CH3:44])[CH3:45].[P:34]([O-:35])([O-:36])([OH:37])=[O:38].[n:17]1(-[c:22]2[n:23][s:24][c:25]([CH:27]3[NH:28][CH2:29][CH2:30][CH2:31]3)[n:26]2)[cH:18][n:19][cH:20][cH:21]1>>[O:2]1[CH2:3][O:4][c:5]2[c:6]1[cH:7][cH:8][c:9]([CH2:11][N:12]([CH3:13])[CH2:14][CH2:15][N:28]1[CH:27]([c:25]3[s:24][n:23][c:22](-[n:17]4[cH:18][n:19][cH:20][cH:21]4)[n:26]3)[CH2:31][CH2:30][CH2:29]1)[cH:10]2.